Task: describe an organic reaction: reactants, conditions, products, and yield. Dataset: the Open Reaction Database (ORD), a public repository of structured organic reaction records Reactants: ClC1=C(N)C=CC(=C1)OC1=NC=NC2=CC(=C(C=C12)OC)OC (2-Chloro-4-[(6,7-dimethoxy-4-quinazolinyl)oxy]-aniline), ClC(Cl)(OC(OC(Cl)(Cl)Cl)=O)Cl (triphosgene), C([O-])(O)=O.[Na+] (sodium bicarbonate), C1(CCCCC1)CO (cyclohexylmethanol). Solvent: C(C)N(CC)CC (triethylamine), C1(=CC=CC=C1)C (toluene), C(Cl)Cl (methylene chloride). Yields the product ClC1=C(C=CC(=C1)OC1=NC=NC2=CC(=C(C=C12)OC)OC)NC(OCC1CCCCC1)=O (Cyclohexylmethyl N-{2-chloro-4-[(6,7-dimethoxy-4-quinazolinyl)oxy]phenyl}carbamate). Isolated yield 75.9%. RXN SMILES: [Cl:1][C:2]1[CH:8]=[C:7]([O:9][C:10]2[C:19]3[C:14](=[CH:15][C:16]([O:22][CH3:23])=[C:17]([O:20][CH3:21])[CH:18]=3)[N:13]=[CH:12][N:11]=2)[CH:6]=[CH:5][C:3]=1[NH2:4].Cl[C:25](Cl)([O:27][C:28](=[O:34])OC(Cl)(Cl)Cl)Cl.[CH:36]1(CO)[CH2:41][CH2:40][CH2:39][CH2:38][CH2:37]1.C(=O)(O)[O-].[Na+]>C(Cl)Cl.C(N(CC)CC)C.C1(C)C=CC=CC=1>[Cl:1][C:2]1[CH:8]=[C:7]([O:9][C:10]2[C:19]3[C:14](=[CH:15][C:16]([O:22][CH3:23])=[C:17]([O:20][CH3:21])[CH:18]=3)[N:13]=[CH:12][N:11]=2)[CH:6]=[CH:5][C:3]=1[NH:4][C:28](=[O:34])[O:27][CH2:25][CH:36]1[CH2:41][CH2:40][CH2:39][CH2:38][CH2:37]1 |f:3.4|. Procedure: 2-Chloro-4-[(6,7-dimethoxy-4-quinazolinyl)oxy]-aniline (50 mg) was added to toluene (5 ml), and triethylamine (0.5 ml), and the mixture was heated under reflux to prepare a solution. A solution of triphosgene (68 mg) in methylene chloride was then added thereto, and the mixture was heated under reflux for 10 min. Next, cyclohexylmethanol (26 mg) was added thereto, and the mixture was further stirred with heating under reflux for 3 hr. A saturated aqueous sodium bicarbonate solution was added to ... Reactants: I(=O)(=O)(=O)[O-].[Na+] (sodium metaperiodate), ClC1=CC=C(C=C1)SC1=CC=C(C=C1)CC(=O)O ([p-(p-chlorophenylthio)phenyl]acetic acid). The solvent is O (water), [OH-].[Na+] (NaOH). Conditions: time 8 hour. Yields the product ClC1=CC=C(C=C1)S(=O)C1=CC=C(C=C1)CC(=O)O ([p-(p-Chlorophenylsulfinyl)phenyl]acetic Acid). As a reaction SMILES: I([O-])(=O)(=O)=[O:2].[Na+].[Cl:7][C:8]1[CH:13]=[CH:12][C:11]([S:14][C:15]2[CH:20]=[CH:19][C:18]([CH2:21][C:22]([OH:24])=[O:23])=[CH:17][CH:16]=2)=[CH:10][CH:9]=1>O.[OH-].[Na+]>[Cl:7][C:8]1[CH:13]=[CH:12][C:11]([S:14]([C:15]2[CH:20]=[CH:19][C:18]([CH2:21][C:22]([OH:24])=[O:23])=[CH:17][CH:16]=2)=[O:2])=[CH:10][CH:9]=1 |f:0.1,4.5|. Reported procedure: To a solution of 4.49 g of sodium metaperiodate in 80 ml of water is added a solution of 5.57 g of [p-(p-chlorophenylthio)phenyl]acetic acid in 75 ml of 1.75% NaOH. A white solid precipitates immediately. After stirring overnight the mixture is filtered and the filtrate is acidified with concentrated HCl to give a white solid. This product, which contains some starting material, is reworked, as above, to yield the pure product. Recrystallization from chloroform-hexane affords white crystals, mp ... Starting materials: C(=O)(Cl)Cl (phosgene), NC1=C(C=CC=C1)C(C)(C)O (2-(2-amino-phenyl)-propan-2-ol), NCC(=O)C1=CC=CC=C1 (2-aminoacetophenone), C[Mg]I (methylmagnesium iodide), C1CCOC1 (THF), C1CCOC1 (THF). Conditions: time 8 hour. Product: CC1(NC(OC2=C1C=CC=C2)=O)C (4,4-dimethyl-1,4-dihydro-benzo[1,3]oxazin-2-one). RXN SMILES: [C:1](Cl)(Cl)=[O:2].[NH2:5][C:6]1[CH:11]=CC=C[C:7]=1C(O)(C)C.N[CH2:17][C:18](C1C=CC=CC=1)=O.C[Mg]I.[CH2:29]1[CH2:33][O:32][CH2:31][CH2:30]1>>[CH3:7][C:6]1([CH3:11])[C:30]2[CH:29]=[CH:33][CH:17]=[CH:18][C:31]=2[O:32][C:1](=[O:2])[NH:5]1. Procedure details: 112 g (1.13 mol) phosgene are piped into 500 mL THF. Then a solution of 52 g (0.34 mol) 2-(2-amino-phenyl)-propan-2-ol, prepared from 2-aminoacetophenone and methylmagnesium iodide, in 300 mL THF is added. The reaction mixture is left to stand overnight, evaporated down and combined with 500 ml pyridine. After the pyridine has been distilled off water is added and the mixture is extracted with diethyl ether. The organic phases are washed successively with 2 N hydrochloric acid, sodium hydroxide ...